Dataset: the Open Reaction Database (ORD), a public repository of structured organic reaction records. Task: describe an organic reaction: reactants, conditions, products, and yield Starting materials: ClC1=CC=C(C(=N1)C#N)[N+](=O)[O-] (6-chloro-3-nitropicolinonitrile), OS(=O)(=O)O (H2SO4), ice water. Yields the product ClC1=CC=C(C(=N1)C(=O)N)[N+](=O)[O-] (6-chloro-3-nitropicolinamide). The yield is 73.0%. Reaction SMILES: [Cl:1][C:2]1[N:7]=[C:6]([C:8]#[N:9])[C:5]([N+:10]([O-:12])=[O:11])=[CH:4][CH:3]=1.[OH:13]S(O)(=O)=O>>[Cl:1][C:2]1[N:7]=[C:6]([C:8]([NH2:9])=[O:13])[C:5]([N+:10]([O-:12])=[O:11])=[CH:4][CH:3]=1. Reported procedure: A solution of 6-chloro-3-nitropicolinonitrile (1.00 g, 5.45 mmol) in 90% H2SO4 (15 mL) is warmed at 70° C. for 3.5 h, and then poured into ice-water. The mixture is extracted four times with EtOAc and the combined extracts worked up to give 6-chloro-3-nitropicolinamide (0.80 g, 73%). 1H NMR (DMSO) δ 8.55 (1H, d, J=8.5 Hz), 8.31, 8.04 (1H, 1H, 2 brs), 7.93 (1H, d, J=8.5 Hz). Starting materials: C1COCCN1, CS(=O)(=O)c1nc(OCc2ccc(F)c(F)c2)c(-c2ccc(Cl)cc2)c(-c2ccc(Cl)cc2Cl)n1. Yields the product Fc1ccc(COc2nc(N3CCOCC3)nc(-c3ccc(Cl)cc3Cl)c2-c2ccc(Cl)cc2)cc1F. Reaction SMILES: [CH2:36]1[CH2:37][O:38][CH2:39][CH2:40][NH:41]1.[CH3:1][S:2](=[O:3])(=[O:4])[c:5]1[n:6][c:7](-[c:28]2[c:29]([Cl:35])[cH:30][c:31]([Cl:34])[cH:32][cH:33]2)[c:8](-[c:21]2[cH:22][cH:23][c:24]([Cl:27])[cH:25][cH:26]2)[c:9]([O:11][CH2:12][c:13]2[cH:14][c:15]([F:20])[c:16]([F:19])[cH:17][cH:18]2)[n:10]1>>[c:5]1([N:41]2[CH2:36][CH2:37][O:38][CH2:39][CH2:40]2)[n:6][c:7](-[c:28]2[c:29]([Cl:35])[cH:30][c:31]([Cl:34])[cH:32][cH:33]2)[c:8](-[c:21]2[cH:22][cH:23][c:24]([Cl:27])[cH:25][cH:26]2)[c:9]([O:11][CH2:12][c:13]2[cH:14][c:15]([F:20])[c:16]([F:19])[cH:17][cH:18]2)[n:10]1. Starting materials: ClCCC1=CC=C(C=C1)N1C(=NC2=C1C=C(C(=C2C)C#N)C)CC (1-[4-(2-chloroethyl)phenyl]-2-ethyl-4,6-dimethyl-1H-benzimidazole-5-carbonitrile), [OH-].[Na+] (NaOH). Run in OS(=O)(=O)O (H2SO4). Yields the product ClCCC1=CC=C(C=C1)N1C(=NC2=C1C=C(C(=C2C)C(=O)N)C)CC (1-[4-(2-chloroethyl)phenyl]-2-ethyl-4,6-dimethyl-1H-benzimidazole-5-carboxamide). The yield is 83.0%. RXN SMILES: [Cl:1][CH2:2][CH2:3][C:4]1[CH:9]=[CH:8][C:7]([N:10]2[C:14]3[CH:15]=[C:16]([CH3:22])[C:17]([C:20]#[N:21])=[C:18]([CH3:19])[C:13]=3[N:12]=[C:11]2[CH2:23][CH3:24])=[CH:6][CH:5]=1.[OH-:25].[Na+]>OS(O)(=O)=O>[Cl:1][CH2:2][CH2:3][C:4]1[CH:5]=[CH:6][C:7]([N:10]2[C:14]3[CH:15]=[C:16]([CH3:22])[C:17]([C:20]([NH2:21])=[O:25])=[C:18]([CH3:19])[C:13]=3[N:12]=[C:11]2[CH2:23][CH3:24])=[CH:8][CH:9]=1 |f:1.2|. Procedure: A solution of 1-[4-(2-chloroethyl)phenyl]-2-ethyl-4,6-dimethyl-1H-benzimidazole-5-carbonitrile (Example 329, step 6, 997 mg, 2.95 mmol) in c.H2SO4 (50 ml) was stirred at 80° C. for 15 h. The mixture was poured onto ice and was neutralized with NaOH. The mixture was extracted with ethyl acetate (600 ml). The organic layer was washed with brine (300 ml), then dried (Na2SO4). The solvent was removed to afford 871 mg (83%) of the title compound as white solids. Reactants: BrC1=CC(=C(N)C=C1)[N+](=O)[O-] (4-Bromo-2-nitroaniline). The reagents and catalysts are [Pt] (Pt/C). Run in C1CCOC1 (THF). The product is BrC=1C=C(C(=CC1)N)N (4-bromo-benzene-1,2-diamine). Isolated yield 103.0%. Reaction SMILES: [Br:1][C:2]1[CH:8]=[CH:7][C:5]([NH2:6])=[C:4]([N+:9]([O-])=O)[CH:3]=1>[Pt].C1COCC1>[Br:1][C:2]1[CH:3]=[C:4]([NH2:9])[C:5]([NH2:6])=[CH:7][CH:8]=1. Procedure details: 4-Bromo-2-nitroaniline (12 g, 55 mmol), 1% Pt/C (1.2 g) and THF (120 mL) were added to a 250 mL bottle. The reaction mixture was hydrogenated at a pressure of approximately 40 psig H2. The hydrogenation reaction mixture was monitored by HPLC until the Area % of 4-bromo-2-nitroaniliine was less than 1%. The reaction mixture was filtered and then concentrated to yield 10.6 g of 4-bromo-benzene-1,2-diamine (as a black oil that solidifies). 4-Bromo-benzene-1,2-diamine was used in the next step witho... Reactants: CC1(S[C@H]2N(C1C(N(CC1=CC=CC=C1)C)=O)C(C2NC(C2=CC=CC=C2)(C2=CC=CC=C2)C2=CC=CC=C2)=O)C (2,2-dimethyl-6-(triphenylmethylamino)-3-(N-methyl-N-benzylcarbamoyl)penam), O.C1(=CC=C(C=C1)S(=O)(=O)O)C (p-toluenesulfonic acid monohydrate). The solvent is CC(=O)C (acetone). Reaction conditions: time 2 hour. The product is C1(=CC=C(C=C1)S(=O)(=O)O)C.NC1[C@@H]2N(C(C(S2)(C)C)C(N(CC2=CC=CC=C2)C)=O)C1=O (6-Amino-2,2-dimethyl-3-(N-methyl-N-benzylcarbamoyl)penam p-toluenesulfonic acid salt). The yield is 114.3%. RXN SMILES: [CH3:1][C:2]1([CH3:41])[CH:6]([C:7](=[O:17])[N:8]([CH3:16])[CH2:9][C:10]2[CH:15]=[CH:14][CH:13]=[CH:12][CH:11]=2)[N:5]2[C:18](=[O:40])[CH:19]([NH:20]C(C3C=CC=CC=3)(C3C=CC=CC=3)C3C=CC=CC=3)[C@H:4]2[S:3]1.O.[C:43]1([CH3:53])[CH:48]=[CH:47][C:46]([S:49]([OH:52])(=[O:51])=[O:50])=[CH:45][CH:44]=1>CC(C)=O>[C:43]1([CH3:53])[CH:44]=[CH:45][C:46]([S:49]([OH:52])(=[O:50])=[O:51])=[CH:47][CH:48]=1.[NH2:20][CH:19]1[C:18](=[O:40])[N:5]2[CH:6]([C:7](=[O:17])[N:8]([CH3:16])[CH2:9][C:10]3[CH:11]=[CH:12][CH:13]=[CH:14][CH:15]=3)[C:2]([CH3:41])([CH3:1])[S:3][C@H:4]12 |f:1.2,4.5|. Reported procedure: To a solution of 2,2-dimethyl-6-(triphenylmethylamino)-3-(N-methyl-N-benzylcarbamoyl)penam (200 mg) in acetone (2 mL) was added p-toluenesulfonic acid monohydrate (70 mg). The solution was stirred at room temperature for 11/2 hours and the acetone was removed in vacuo. Trituration of the residue with ether and vacuum drying gave partially impure 6-Amino-2,2-dimethyl-3-(N-methyl-N-benzylcarbamoyl)penam p-toluenesulfonic acid salt (200 mg). Reactants: COC1=CC=C(C(=O)OC)C=C1 (methyl 4-methoxybenzoate), [Na] (sodium), C(C)#N (acetonitrile), C(C)#N (acetonitrile), Cl (HCl). The solvent is CS(=O)C (dimethyl sulfoxide), O (water). Conditions: temperature 110 celsius, time 2 hour. Yields the product COC1=CC=C(C(=O)CC#N)C=C1 (4-Methoxybenzoylacetonitrile). As a reaction SMILES: [CH3:1][O:2][C:3]1[CH:12]=[CH:11][C:6]([C:7]([O:9]C)=O)=[CH:5][CH:4]=1.[Na].Cl.[C:15](#[N:17])[CH3:16]>CS(C)=O.O>[CH3:1][O:2][C:3]1[CH:4]=[CH:5][C:6]([C:7]([CH2:16][C:15]#[N:17])=[O:9])=[CH:11][CH:12]=1 |^1:12|. Procedure: To a solution of methyl 4-methoxybenzoate (7.2 kg) in dimethyl sulfoxide (21.6 L) were added sodium methoide (3.046 kg) and acetonitrile (2.135 kg) and the mixture was stirred at 110° C. for 2 hours. Then, water (10.83 L) was added dropwise thereto at 15° C. or lower and further acetonitrile (14.4L) was added to the mixture. Then, 6 N HCl was added thereto to adjust to pH 7.9 and the mixture was extracted with ethyl acetate (72L). The aqueous layer was further extracted with ethyl acetate (36.32...